From a dataset of the Open Reaction Database (ORD), a public repository of structured organic reaction records. describe an organic reaction: reactants, conditions, products, and yield Procedure details: The title compound was prepared from 2-chlorobenzimidazole and 3-amino-4-methylbenzotrifluoride by Procedure A. The product was isolated upon basic work-up and purified by preparative LCMS to give the title compound as the free base. 1NMR (DMSO-d6) δ 2.40 (s, 3H), 6.95-7.03 (m, 2H), 7.20-7.25 (m, 1H), 7.31-7.42 (m, 3H), 8.63 (s, 1H), 8.88 (s, 1H), 10.9 (s, 1H). MS(ES+) m/z 292 ([M+1]+, 100). As a reaction SMILES: Cl[C:2]1[NH:3][C:4]2[CH:10]=[CH:9][CH:8]=[CH:7][C:5]=2[N:6]=1.[NH2:11][C:12]1[CH:13]=[C:14]([C:19]([F:22])([F:21])[F:20])[CH:15]=[CH:16][C:17]=1[CH3:18]>>[N:6]1[C:5]2[CH:7]=[CH:8][CH:9]=[CH:10][C:4]=2[NH:3][C:2]=1[NH:11][C:12]1[CH:13]=[C:14]([C:19]([F:20])([F:21])[F:22])[CH:15]=[CH:16][C:17]=1[CH3:18]. Starting materials: ClC=1NC2=C(N1)C=CC=C2 (2-chlorobenzimidazole), NC=1C=C(C=CC1C)C(F)(F)F (3-amino-4-methylbenzotrifluoride). The product is N1=C(NC2=C1C=CC=C2)NC2=C(C=CC(=C2)C(F)(F)F)C (N-(Benzoimidazol-2-yl)-2-methyl-5-(trifluoromethyl)aniline). Starting materials: ClC1=NC=C(C=C1Cl)C(F)(F)F (2,3-dichloro-5-trifluoromethyl pyridine), CS(=O)C (dimethyl sulfoxide), C([O-])([O-])=O.[K+].[K+] (potassium carbonate), ClC1=CC=C(C=C1)O (p-chlorophenol). Solvent: O (water). Run at temperature 110 celsius, time 2 hour. The product is ClC1=CC=C(OC2=NC=C(C=C2Cl)C(F)(F)F)C=C1 (2-(4-chlorophenoxy)-3-chloro-5-trifluoromethyl pyridine). Isolated yield 77.1%. Reaction SMILES: Cl[C:2]1[C:7]([Cl:8])=[CH:6][C:5]([C:9]([F:12])([F:11])[F:10])=[CH:4][N:3]=1.CS(C)=O.C(=O)([O-])[O-].[K+].[K+].[Cl:23][C:24]1[CH:29]=[CH:28][C:27]([OH:30])=[CH:26][CH:25]=1>O>[Cl:23][C:24]1[CH:29]=[CH:28][C:27]([O:30][C:2]2[C:7]([Cl:8])=[CH:6][C:5]([C:9]([F:12])([F:11])[F:10])=[CH:4][N:3]=2)=[CH:26][CH:25]=1 |f:2.3.4|. Procedure details: In a falsk, 4.0 g of 2,3-dichloro-5-trifluoromethyl pyridine, 10 ml of dimethyl sulfoxide, 5.1 g of anhydrous potassium carbonate and 2.9 g of p-chlorophenol were charged. The flask was heated in an oil bath at 110° C. to react them with stirring for 2 hours. The completion of the reaction was confirmed by a gas chromatography. The reaction mixture was cooled and poured into suitable amount of water. The reaction product was extracted with methylene chloride and the extracted phase was washed wi...